This data is from the Open Reaction Database (ORD), a public repository of structured organic reaction records. The task is: describe an organic reaction: reactants, conditions, products, and yield The reactants are ClC1=NC=CC(=N1)N (2-chloropyrimidin-4-amine), CC1=CC(=CC(=N1)N)N1N=CC=N1 (6-methyl-4-(2H-1,2,3-triazol-2-yl)pyridin-2-amine). The product is N=1N(N=CC1)C1=NC=CC(=N1)N (2-(2H-1,2,3-triazol-2-yl)pyrimidin-4-amine). RXN SMILES: Cl[C:2]1[N:7]=[C:6]([NH2:8])[CH:5]=[CH:4][N:3]=1.CC1N=C(N)C=C([N:17]2[N:21]=[CH:20][CH:19]=[N:18]2)C=1>>[N:18]1[N:17]([C:2]2[N:7]=[C:6]([NH2:8])[CH:5]=[CH:4][N:3]=2)[N:21]=[CH:20][CH:19]=1. Procedure: 2-(2H-1,2,3-triazol-2-yl)pyrimidin-4-amine was prepared from 2-chloropyrimidin-4-amine using chemistry analogous to the synthesis of 6-methyl-4-(2H-1,2,3-triazol-2-yl)pyridin-2-amine (PrepEx 2.19 A). MS ESI calc'd. for C6H7N6 [M+H]+ 163. found 163. 1H NMR (500 MHz, DMSO-d6) δ 8.14 (d, J=5.5 Hz, 1H), 8.06 (s, 2H), 7.42 (s, 2H), 6.46 (d, J=5.5 Hz, 1H). Reactants: O[C@@H]1[C@@H]2[C@]3(C=CC(C=C3CC[C@H]2[C@@H]2CC[C@](C(CO)=O)([C@]2(C1)C)O)=O)C (11β,17,21-trihydroxy-1,4-pregnadiene-3,20-dione), C(C)OCC(=O)Cl (ethoxyacetic acid chloride). Yields the product C(C)OCC(=O)OCC([C@]1(CC[C@H]2[C@@H]3CCC4=CC(C=C[C@]4(C)[C@H]3[C@H](C[C@]12C)O)=O)O)=O (21-ethoxyacetoxy-11β,17-dihydroxy-1,4-pregnadiene-3,20-dione). As a reaction SMILES: [OH:1][C@H:2]1[CH2:22][C@@:21]2([CH3:23])[C@@H:13]([CH2:14][CH2:15][C@:16]2([OH:24])[C:17](=[O:20])[CH2:18][OH:19])[C@H:12]2[C@H:3]1[C@:4]1([CH3:26])[C:9]([CH2:10][CH2:11]2)=[CH:8][C:7](=[O:25])[CH:6]=[CH:5]1.[CH2:27]([O:29][CH2:30][C:31](Cl)=[O:32])[CH3:28]>>[CH2:27]([O:29][CH2:30][C:31]([O:19][CH2:18][C:17](=[O:20])[C@:16]1([OH:24])[C@:21]2([CH3:23])[C@H:13]([C@H:12]3[C@H:3]([C@@H:2]([OH:1])[CH2:22]2)[C@:4]2([CH3:26])[C:9](=[CH:8][C:7](=[O:25])[CH:6]=[CH:5]2)[CH2:10][CH2:11]3)[CH2:14][CH2:15]1)=[O:32])[CH3:28]. Reported procedure: 10.0 g of 11β,17,21-trihydroxy-1,4-pregnadiene-3,20-dione is reacted analogously to Example 2(a) with ethoxyacetic acid chloride, worked up, and purified, thus isolating 10.4 g of 21-ethoxyacetoxy-11β,17-dihydroxy-1,4-pregnadiene-3,20-dione. Reactants: CCOC(=O)c1c(-c2cccc(C)c2)csc1N, CC(=O)O, O=C1OC(=O)c2ccccc21. The product is CCOC(=O)c1c(-c2cccc(C)c2)csc1N1C(=O)c2ccccc2C1=O. RXN SMILES: [CH2:1]([CH3:2])[O:3][C:4](=[O:5])[c:6]1[c:7]([NH2:18])[s:8][cH:9][c:10]1-[c:11]1[cH:12][c:13]([CH3:17])[cH:14][cH:15][cH:16]1.[CH3:30][C:31](=[O:32])[OH:33].[O:19]=[C:20]1[O:21][C:22](=[O:23])[c:24]2[cH:25][cH:26][cH:27][cH:28][c:29]21>>[CH2:1]([CH3:2])[O:3][C:4](=[O:5])[c:6]1[c:7]([N:18]2[C:20](=[O:19])[c:29]3[c:24]([cH:25][cH:26][cH:27][cH:28]3)[C:22]2=[O:21])[s:8][cH:9][c:10]1-[c:11]1[cH:12][c:13]([CH3:17])[cH:14][cH:15][cH:16]1. The reactants are ONC(=N)N1CCC(CC1)[C@@]1(CC=2C(=CN=C(C2)C=2CCN(CC2)S(=O)(=O)C)O1)C ((S)—N-hydroxy-4-[5-(1-methanesulfonyl-1,2,3,6-tetrahydro-pyridin-4-yl)-2-methyl-2,3-dihydro-furo[2,3-c]pyridin-2-yl]-piperidine-1-carboxamidine), Intermediate 43, C(CCC)(=O)Cl (butyryl chloride). The product is CS(=O)(=O)N1CCC(=CC1)C=1C=C2C(=CN1)O[C@@](C2)(C2CCN(CC2)C2=NOC(=N2)CCC)C ((S)-5-(1-Methanesulfonyl-1,2,3,6-tetrahydro-pyridin-4-yl)-2-methyl-2-[1-(5-propyl-[1,2,4]oxadiazol-3-yl)-piperidin-4-yl]-2,3-dihydro-furo[2,3-c]pyridine). RXN SMILES: [OH:1][NH:2][C:3]([N:5]1[CH2:10][CH2:9][CH:8]([C@@:11]2([CH3:30])[O:29][C:14]3=[CH:15][N:16]=[C:17]([C:19]4[CH2:20][CH2:21][N:22]([S:25]([CH3:28])(=[O:27])=[O:26])[CH2:23][CH:24]=4)[CH:18]=[C:13]3[CH2:12]2)[CH2:7][CH2:6]1)=[NH:4].[C:31](Cl)(=O)[CH2:32][CH2:33][CH3:34]>>[CH3:28][S:25]([N:22]1[CH2:21][CH:20]=[C:19]([C:17]2[CH:18]=[C:13]3[CH2:12][C@@:11]([CH3:30])([CH:8]4[CH2:9][CH2:10][N:5]([C:3]5[N:4]=[C:31]([CH2:32][CH2:33][CH3:34])[O:1][N:2]=5)[CH2:6][CH2:7]4)[O:29][C:14]3=[CH:15][N:16]=2)[CH2:24][CH2:23]1)(=[O:27])=[O:26]. Procedure: The title compound is prepared from (S)—N-hydroxy-4-[5-(1-methanesulfonyl-1,2,3,6-tetrahydro-pyridin-4-yl)-2-methyl-2,3-dihydro-furo[2,3-c]pyridin-2-yl]-piperidine-1-carboxamidine (Intermediate 43; the configuration of the stereocenter is arbitrarily assigned) and butyryl chloride following a procedure analogous to that described in Example 8. LC (method 4): tR=1.00 min; Mass spectrum (ESI+): m/z=488 [M+H]+.